From a dataset of the Open Reaction Database (ORD), a public repository of structured organic reaction records. describe an organic reaction: reactants, conditions, products, and yield Reactants: C[C@H]1CC[C@H](CC1)NC1=NC=C(C(=N1)OC[C@H]1CN(CC1)C(=O)OC(C)(C)C)Br ((R)-tert-butyl 3-((2-(cis-4-methylcyclohexylamino)-5-bromopyrimidin-4-yloxy)methyl)pyrrolidine-1-carboxylate), O1CCN(CC1)C1=CC=C(C=C1)B(O)O (4-morpholinophenylboronic acid). Yields the product C[C@H]1CC[C@H](CC1)NC1=NC=C(C(=N1)OC[C@H]1CN(CC1)C(=O)OC(C)(C)C)C1=CC=C(C=C1)N1CCOCC1 ((R)-tert-butyl 3-((2-(cis-4-methylcyclohexylamino)-5-(4-morpholinophenyl)pyrimidin-4-yloxy)methyl)pyrrolidine-1-carboxylate). Yield: 85.0%. Reaction SMILES: [CH3:1][C@@H:2]1[CH2:7][CH2:6][C@H:5]([NH:8][C:9]2[N:14]=[C:13]([O:15][CH2:16][C@@H:17]3[CH2:21][CH2:20][N:19]([C:22]([O:24][C:25]([CH3:28])([CH3:27])[CH3:26])=[O:23])[CH2:18]3)[C:12](Br)=[CH:11][N:10]=2)[CH2:4][CH2:3]1.[O:30]1[CH2:35][CH2:34][N:33]([C:36]2[CH:41]=[CH:40][C:39](B(O)O)=[CH:38][CH:37]=2)[CH2:32][CH2:31]1>>[CH3:1][C@@H:2]1[CH2:7][CH2:6][C@H:5]([NH:8][C:9]2[N:14]=[C:13]([O:15][CH2:16][C@@H:17]3[CH2:21][CH2:20][N:19]([C:22]([O:24][C:25]([CH3:28])([CH3:27])[CH3:26])=[O:23])[CH2:18]3)[C:12]([C:39]3[CH:38]=[CH:37][C:36]([N:33]4[CH2:32][CH2:31][O:30][CH2:35][CH2:34]4)=[CH:41][CH:40]=3)=[CH:11][N:10]=2)[CH2:4][CH2:3]1. Procedure: Using the procedure of Example 1 Step 3, (R)-tert-butyl 3-((2-(cis-4-methylcyclohexylamino)-5-bromopyrimidin-4-yloxy)methyl)pyrrolidine-1-carboxylate with 4-morpholinophenylboronic acid to provide the title compound at 85% yield. 1H NMR (CDCl3, 400 MHz) δ 8.05 (s, 1H), 7.36 (d, 2H), 6.92 (d, 2H), 5.16 (sb, 1H), 4.30-4.27 (m, 2H), 4.10-4.01 (m, 1H), 386-3.84 (m, 4H), 3.60-3.12 (m, 8H); 2.70-2.62 (m, 1H), 2.05-1.98 (m, 1H), 1.81-1.46 (m, 8H), 1.44 (s, 9H), 1.29-1.21 (m, 3H), 0.93 (d, 3H); MS (ESI)... Starting materials: CS(=O)(=O)Cl (Methanesulphonyl chloride), [OH-].[Na+] (sodium hydroxide), resultant mixture, [OH-].[Na+] (sodium hydroxide), FC=1C=CC=C2C(C(=CN(C12)C)O)=O (8-fluoro-3-hydroxy-1 -methyl-4-quinolone), [OH-].[Na+] (sodium hydroxide), CS(=O)(=O)Cl (methanesulphonyl chloride). Run in O (water). Conditions: time 20 minute. Product: CS(=O)(=O)OC1=CN(C2=C(C=CC=C2C1=O)F)C (8-fluoro-1-methyl-4-oxo-1,4-dihydroquinol-3-yl methanesulphonate). Reaction SMILES: [CH3:1][S:2](Cl)(=[O:4])=[O:3].[F:6][C:7]1[CH:8]=[CH:9][CH:10]=[C:11]2[C:16]=1[N:15]([CH3:17])[CH:14]=[C:13]([OH:18])[C:12]2=[O:19].[OH-].[Na+]>O>[CH3:1][S:2]([O:18][C:13]1[C:12](=[O:19])[C:11]2[C:16](=[C:7]([F:6])[CH:8]=[CH:9][CH:10]=2)[N:15]([CH3:17])[CH:14]=1)(=[O:4])=[O:3] |f:2.3|. Procedure details: Methanesulphonyl chloride (1.1 g) d to a solution of 8-fluoro-3-hydroxy-1 -methyl-4-quinolone (1.83 g) and sodium hydroxide (0.6 g) in water (15 ml) and the resultant mixture stirred at 0 to 5° for 3 hours with the pH being adjusted to 9 after 20 minutes using aqueous sodium hydroxide (5M, 2 ml). Further methanesulphonyl chloride (1.1 g) was then added and the mixture stirred for 105 minutes whilst maintaining the pH at 9 by the addition of aqueous sodium hydroxide (5M, 2ml). The resultant solid... Reactants: [OH-].[Na+] (NaOH), solution, BrC1=C(C=C(S1)C(=O)O)C (5-Bromo-4-methyl-thiophene-2-carboxylic acid), N1CCOCC1 (morpholine), CCN=C=NCCCN(C)C.Cl (WSC.HCl), C=1C=CC2=C(C1)N=NN2O (HOBt), COC(=O)C=1SC(=C(C1)C)Br (5-Bromo-4-methyl-thiophene-2-carboxylic acid methyl ester). Run in O (water), CCOC(=O)C (EtOAc), CN(C)C=O (DMF), CCO (EtOH). Reaction conditions: temperature 80 celsius. Yields the product BrC1=C(C=C(S1)C(=O)N1CCOCC1)C ((5-Bromo-4-methyl-thiophen-2-yl)-morpholin-4-yl-methanone). As a reaction SMILES: CO[C:3]([C:5]1[S:6][C:7]([Br:11])=[C:8]([CH3:10])[CH:9]=1)=[O:4].[OH-].[Na+].BrC1SC(C(O)=O)=CC=1C.[NH:24]1[CH2:29][CH2:28][O:27][CH2:26][CH2:25]1.CCN=C=NCCCN(C)C.Cl.C1C=CC2N(O)N=NC=2C=1>CCO.O.CN(C=O)C.CCOC(C)=O>[Br:11][C:7]1[S:6][C:5]([C:3]([N:24]2[CH2:29][CH2:28][O:27][CH2:26][CH2:25]2)=[O:4])=[CH:9][C:8]=1[CH3:10] |f:1.2,5.6|. Procedure details: 5-Bromo-4-methyl-thiophene-2-carboxylic acid methyl ester (8.51 mmol) was dissolved in EtOH (100 ml) and NaOH (42.5 mmol) added, as a 1M solution in water. Reaction was heated to 80° C. for 2 h, after which time all starting material had been consumed. Reaction was then concentrated in vacuo and the residue taken up in DCM and shaken with 1M HCl. The resulting biphasic mixture was then filtered and the filtrant washed with hexane and dried under vacuum. This gave 5-Bromo-4-methyl-thiophene-2-car... Starting materials: 1-[1-(3′,4′-dichloro-111′-biphenyl-4-yl)-2-piperazin-1-ylethyl]cyclobutanol dihydrochloride, ClC=1C=C(C=CC1Cl)C1=CC=C(C=C1)C(CN1CCN(CC1)C(=O)OC(C)(C)C)C1(CCC1)O (tert-butyl 4-[2-(3′,4′-dichloro-1,1′-biphenyl-4-yl)-2-(1-hydroxycyclobutyl)ethyl]piperazine-1-carboxylate), Cl (HCl). Product: Cl.Cl.ClC=1C=C(C=CC1Cl)C1=CC=C(C=C1)C(CN1CCNCC1)C1(CCC1)O (1-[1-(3′,4′-dichloro-1,1′-biphenyl-4-yl)-2-piperazin-1-ylethyl]cyclobutanol dihydrochloride). RXN SMILES: [Cl:1][C:2]1[CH:3]=[C:4]([C:9]2[CH:14]=[CH:13][C:12]([CH:15]([C:30]3([OH:34])[CH2:33][CH2:32][CH2:31]3)[CH2:16][N:17]3[CH2:22][CH2:21][N:20](C(OC(C)(C)C)=O)[CH2:19][CH2:18]3)=[CH:11][CH:10]=2)[CH:5]=[CH:6][C:7]=1[Cl:8].[ClH:35]>>[ClH:1].[ClH:35].[Cl:1][C:2]1[CH:3]=[C:4]([C:9]2[CH:10]=[CH:11][C:12]([CH:15]([C:30]3([OH:34])[CH2:31][CH2:32][CH2:33]3)[CH2:16][N:17]3[CH2:22][CH2:21][NH:20][CH2:19][CH2:18]3)=[CH:13][CH:14]=2)[CH:5]=[CH:6][C:7]=1[Cl:8] |f:2.3.4|. Procedure details: In an analogous manner to Example 135, step 4, 1-[1-(3′,4′-dichloro-111′-biphenyl-4-yl)-2-piperazin-1-ylethyl]cyclobutanol dihydrochloride was prepared from tert-butyl 4-[2-(3′,4′-dichloro-1,1′-biphenyl-4-yl)-2-(1-hydroxycyclobutyl)ethyl]piperazine-1-carboxylate. MS (ES) m/z 405.3 ([M+H]+); HRMS: calcd for C22H26Cl2N2O.2.00 HCl, 476.0956; found (ESI), 405.1486. As a reaction SMILES: [C:20](=[O:21])([O-:22])[O-:23].[CH3:28][C:29](=[O:30])[CH3:31].[Cl:1][c:2]1[cH:3][c:4]([F:19])[c:5](-[n:10]2[n:11][c:12]([CH:16]([F:17])[F:18])[nH:13][c:14]2=[O:15])[cH:6][c:7]1[O:8][CH3:9].[I:26][CH3:27].[K+:24].[K+:25]>>[Cl:1][c:2]1[cH:3][c:4]([F:19])[c:5](-[n:10]2[n:11][c:12]([CH:16]([F:17])[F:18])[n:13]([CH3:20])[c:14]2=[O:15])[cH:6][c:7]1[O:8][CH3:9]. Product: COc1cc(-n2nc(C(F)F)n(C)c2=O)c(F)cc1Cl. Reactants: O=C([O-])[O-], CC(C)=O, COc1cc(-n2nc(C(F)F)[nH]c2=O)c(F)cc1Cl, CI, [K+], [K+]. Reactants: CS(=O)(=O)C1=CC=C(C=C1)C=1C=2N(C=CC1)N=C(N2)N (8-(4-methanesulfonyl-phenyl)-[1,2,4]triazolo[1,5-a]pyridin-2-ylamine), BrC=1C=C2C(CCC(C2=CC1)(C)C)(C)C (6-bromo-1,1,4,4-tetramethyl-1,2,3,4-tetrahydro-naphthalene). Yields the product CS(=O)(=O)C1=CC=C(C=C1)C=1C=2N(C=CC1)N=C(N2)NC2=CC=1C(CCC(C1C=C2)(C)C)(C)C ([8-(4-Methanesulfonyl-phenyl)-[1,2,4]triazolo[1,5-a]pyridin-2-yl]-(5,5,8,8-tetramethyl-5,6,7,8-tetrahydro-naphthalen-2-yl)-amine), foam. Isolated yield 30.0%. As a reaction SMILES: [CH3:1][S:2]([C:5]1[CH:10]=[CH:9][C:8]([C:11]2[C:12]3[N:13]([N:17]=[C:18]([NH2:20])[N:19]=3)[CH:14]=[CH:15][CH:16]=2)=[CH:7][CH:6]=1)(=[O:4])=[O:3].Br[C:22]1[CH:23]=[C:24]2[C:29](=[CH:30][CH:31]=1)[C:28]([CH3:33])([CH3:32])[CH2:27][CH2:26][C:25]2([CH3:35])[CH3:34]>>[CH3:1][S:2]([C:5]1[CH:10]=[CH:9][C:8]([C:11]2[C:12]3[N:13]([N:17]=[C:18]([NH:20][C:31]4[CH:22]=[CH:23][C:24]5[C:25]([CH3:35])([CH3:34])[CH2:26][CH2:27][C:28]([CH3:33])([CH3:32])[C:29]=5[CH:30]=4)[N:19]=3)[CH:14]=[CH:15][CH:16]=2)=[CH:7][CH:6]=1)(=[O:3])=[O:4]. Reported procedure: [8-(4-Methanesulfonyl-phenyl)-[1,2,4]triazolo[1,5-a]pyridin-2-yl]-(5,5,8,8-tetramethyl-5,6,7,8-tetrahydro-naphthalen-2-yl)-amine was prepared from 8-(4-methanesulfonyl-phenyl)-[1,2,4]triazolo[1,5-a]pyridin-2-ylamine (100.0 mg, 0.3468 mmol) and 6-bromo-1,1,4,4-tetramethyl-1,2,3,4-tetrahydro-naphthalene (140.0 mg, 0.5239 mmol) in a manner analogous to Step 2d and was isolated as a yellow foam (0.049 g, 30%). 1H NMR (400 MHz, CDCl3, δ, ppm): 8.47 (dd, J=6.7, 1.1 Hz, 1H), 8.29-8.25 (m, 2H), 8.10-8.0...